Dataset: the Open Reaction Database (ORD), a public repository of structured organic reaction records. Task: describe an organic reaction: reactants, conditions, products, and yield The reactants are C(#N)C(C(=O)N)C1OC(C(=C1Cl)Cl)=O (2-Cyano-2-(3,4-dichloro-5-oxo-2,5-dihydrofuran-2-yl)acetamide), Cl.NCC1=C(C=CC(=C1)Cl)S(=O)(=O)N (2-(aminomethyl)-4-chlorobenzenesulfonamide hydrochloride), C([O-])([O-])=O.[K+].[K+] (potassium carbonate). Solvent: C(C)O (ethanol). The product is Cl.ClC=1C=C(C(N(C1)CC1=C(C=CC(=C1)Cl)S(N)(=O)=O)=N)C(=O)N (5-chloro-1-(5-chloro-2-sulfamoylbenzyl)-2-imino-1,2-dihydropyridine-3-carboxamide hydrochloride). Yield: 11.8%. Reaction SMILES: [C:1]([CH:3]([CH:7]1[C:11]([Cl:12])=[C:10](Cl)C(=O)O1)[C:4]([NH2:6])=[O:5])#[N:2].Cl.[NH2:16][CH2:17][C:18]1[CH:23]=[C:22]([Cl:24])[CH:21]=[CH:20][C:19]=1[S:25]([NH2:28])(=[O:27])=[O:26].C(=O)([O-])[O-].[K+].[K+]>C(O)C>[ClH:12].[Cl:12][C:11]1[CH:7]=[C:3]([C:4]([NH2:6])=[O:5])[C:1](=[NH:2])[N:16]([CH2:17][C:18]2[CH:23]=[C:22]([Cl:24])[CH:21]=[CH:20][C:19]=2[S:25](=[O:26])(=[O:27])[NH2:28])[CH:10]=1 |f:1.2,3.4.5,7.8|. Procedure: 2-Cyano-2-(3,4-dichloro-5-oxo-2,5-dihydrofuran-2-yl)acetamide (0.29 g), 2-(aminomethyl)-4-chlorobenzenesulfonamide hydrochloride (0.42 g) and potassium carbonate (0.52 g) were stirred in ethanol (10 ml) at 70° C. overnight. The reaction solution was filtered through celite. The solvent was evaporated under reduced pressure. The residue was purified by basic silica gel column chromatography (ethyl acetate:hexane=7:3→1:0). 4N Hydrochloride-ethyl acetate solution (1 ml) was added to the obtained ye... Starting materials: C(C)(=O)NC(CNC(OC(C)(C)C)=O)C1=NC=C(C=C1Cl)C(F)(F)F (tert-butyl 2-(acetylamino)-2-[3-chloro-5-(trifluoromethyl)-2-pyridinyl]ethylcarbamate), FC(C(=O)O)(F)F (trifluoroacetic acid). The solvent is ClCCl (dichloromethane). Conditions: time 8 hour. Yields the product FC(C(=O)O)(F)F.NCC(C1=NC=C(C=C1Cl)C(F)(F)F)NC(C)=O (N-{2-amino-1-[3-chloro-5-(trifluoromethyl)-2-pyridinyl]ethyl}acetamide trifluoroacetate). RXN SMILES: [C:1]([NH:4][CH:5]([C:15]1[C:20]([Cl:21])=[CH:19][C:18]([C:22]([F:25])([F:24])[F:23])=[CH:17][N:16]=1)[CH2:6][NH:7]C(=O)OC(C)(C)C)(=[O:3])[CH3:2].[F:26][C:27]([F:32])([F:31])[C:28]([OH:30])=[O:29]>ClCCl>[F:26][C:27]([F:32])([F:31])[C:28]([OH:30])=[O:29].[NH2:7][CH2:6][CH:5]([NH:4][C:1](=[O:3])[CH3:2])[C:15]1[C:20]([Cl:21])=[CH:19][C:18]([C:22]([F:23])([F:24])[F:25])=[CH:17][N:16]=1 |f:3.4|. Reported procedure: 1.30 g of tert-butyl 2-(acetylamino)-2-[3-chloro-5-(trifluoromethyl)-2-pyridinyl]ethylcarbamate (0.034 mol) are diluted in a mixture of dichloromethane (2.5 mL) and trifluoroacetic acid (2.5 mL). After stirring overnight at room temperature, the reaction mixture is concentrated to dryness to yield to 1.34 g of desired product N-{2-amino-1-[3-chloro-5-(trifluoromethyl)-2-pyridinyl]ethyl}acetamide trifluoroacetate (99%). Starting materials: COC1=NC=CC=C1CC1=CC=C(C=C1)OC (2-methoxy-3-(4-methoxybenzyl)pyridine), B(Cl)(Cl)Cl (boron trichloride), O (water), B(Cl)(Cl)Cl (boron trichloride). Run in ClCCl (dichloromethane). Run at time 1 hour. Yields the product COC1=CC=C(CC=2C(NC=CC2)=O)C=C1 (3-(4-methoxy-benzyl)-1H-pyridin-2-one). Isolated yield 7.9%. As a reaction SMILES: C[O:2][C:3]1[C:8]([CH2:9][C:10]2[CH:15]=[CH:14][C:13]([O:16][CH3:17])=[CH:12][CH:11]=2)=[CH:7][CH:6]=[CH:5][N:4]=1.B(Cl)(Cl)Cl.O>ClCCl>[CH3:17][O:16][C:13]1[CH:12]=[CH:11][C:10]([CH2:9][C:8]2[C:3](=[O:2])[NH:4][CH:5]=[CH:6][CH:7]=2)=[CH:15][CH:14]=1. Procedure: To a solution of mesityl bromide (0.77 g) in tetrahydrofuran(2.6 mL) was added tert-butyllithium (1.48 mol/L solution in pentane, 5.3 mL) at −78° C. under an argon atmosphere, and the mixture was stirred for 1 hour. To the reaction mixture was added a solution of 2-methoxypyridine (0.33 g) in tetrahydofuran (3 mL). The temperature was raised to 0° C., and the mixture was stirred for 1 hour. The temperature was raised to room temperature, and the reaction mixture was stirred for additionally 1 ho...